This data is from the Open Reaction Database (ORD), a public repository of structured organic reaction records. The task is: describe an organic reaction: reactants, conditions, products, and yield Starting materials: O=C(NCc1ccc(Br)cc1)N1CCCC1, CN(C)C=O, [H-], CI, [Na+]. The product is CN(Cc1ccc(Br)cc1)C(=O)N1CCCC1. Reaction SMILES: [Br:1][c:2]1[cH:3][cH:4][c:5]([CH2:8][NH:9][C:10](=[O:11])[N:12]2[CH2:13][CH2:14][CH2:15][CH2:16]2)[cH:6][cH:7]1.[CH3:21][N:22]([CH3:23])[CH:24]=[O:25].[H-:17].[I:19][CH3:20].[Na+:18]>>[Br:1][c:2]1[cH:3][cH:4][c:5]([CH2:8][N:9]([C:10](=[O:11])[N:12]2[CH2:13][CH2:14][CH2:15][CH2:16]2)[CH3:20])[cH:6][cH:7]1. The reactants are OC=1C(=C(C=CC1O)C(CNC(CC)(C)C)=O)OC (1-(3,4-dihydroxy-2-methoxyphenyl)-2-(1,1-dimethylpropylamino)ethanone). The reagents and catalysts are [Pt]=O (platinum oxide). Run in CO (methanol). Product: CC(CC)(C)NCC(O)C=1C(=C(C(=CC1)O)O)OC (4-[2-(1,1-dimethylpropylamino)-1-hydroxyethyl]-3-methoxybenzene-1,2-diol). As a reaction SMILES: [OH:1][C:2]1[C:3]([O:18][CH3:19])=[C:4]([C:9](=[O:17])[CH2:10][NH:11][C:12]([CH3:16])([CH3:15])[CH2:13][CH3:14])[CH:5]=[CH:6][C:7]=1[OH:8]>[Pt]=O.CO>[CH3:16][C:12]([NH:11][CH2:10][CH:9]([C:4]1[C:3]([O:18][CH3:19])=[C:2]([OH:1])[C:7]([OH:8])=[CH:6][CH:5]=1)[OH:17])([CH3:15])[CH2:13][CH3:14]. Procedure details: 6.5 g of 1-(3,4-dihydroxy-2-methoxyphenyl)-2-(1,1-dimethylpropylamino)ethanone are hydrogenated with 0.1 g of platinum oxide as catalyst in 125 mL of methanol. The catalyst is suction filtered and the solvent is distilled off under reduced pressure. The residue is dissolved in ethyl acetate, the precipitated crystals are suction filtered and washed with ethyl acetate and diethyl ether. Yield: 5.5 g (85%; benzoate); melting point: 172° C.-174° C.